From a dataset of the Open Reaction Database (ORD), a public repository of structured organic reaction records. describe an organic reaction: reactants, conditions, products, and yield The reactants are C(C)(C)OC=1C=C(C=CC1OC)C(C)=O (3′-Isopropoxy-4′-methoxyacetophenone), Cl.[N+](=O)([O-])C1=CC=C(CON)C=C1 (O-(4-Nitrobenzyl)hydroxylamine Hydrochloride). Yields the product [N+](=O)([O-])C1=CC=C(CO\N=C(/C)\C2=CC(=C(C=C2)OC)OC(C)C)C=C1 ((E)-3′-Isopropoxy-4′-methoxyacetophenone O-4-Nitrobenzyl Oxime). The yield is 88.7%. Reaction SMILES: [CH:1]([O:4][C:5]1[CH:6]=[C:7]([C:13](=O)[CH3:14])[CH:8]=[CH:9][C:10]=1[O:11][CH3:12])([CH3:3])[CH3:2].Cl.[N+:17]([C:20]1[CH:28]=[CH:27][C:23]([CH2:24][O:25][NH2:26])=[CH:22][CH:21]=1)([O-:19])=[O:18]>>[N+:17]([C:20]1[CH:21]=[CH:22][C:23]([CH2:24][O:25]/[N:26]=[C:13](/[C:7]2[CH:8]=[CH:9][C:10]([O:11][CH3:12])=[C:5]([O:4][CH:1]([CH3:3])[CH3:2])[CH:6]=2)\[CH3:14])=[CH:27][CH:28]=1)([O-:19])=[O:18] |f:1.2|. Procedure: 3′-Isopropoxy-4′-methoxyacetophenone (8) (150 mg, 0.720 mmol) was condensed with compound 19 (162 mg, 0.792 mmol) according to the general procedure II-A defined above. After being heated for 3 h the reaction mixture was cooled and the solvent removed under reduced pressure. The ensuing yellow oil was dissolved in CH2Cl2 (20 mL) and the resulting solution washed with H2O (2×15 mL) then dried (MgSO4), filtered and concentrated under reduced pressure. The oil thus obtained was subjected to flash c... Starting materials: COC1=C(C=C(C=C1)NC(C1=C(C=CC(=C1)CNC(=O)OC(C)(C)C)Cl)=O)C(=O)NC1=CC=C(C=C1)Br (N-[4-methoxy-3-(4-bromophenyl)aminocarbonyl-phenyl]-2-chloro-5-(tert.butoxycarbonylamino)methyl-benzamide). Solvent: O1CCOCC1 (dioxane), O1CCOCC1 (dioxane). Run at temperature 50 celsius, time 60 minute. Yields the product COC1=C(C=C(C=C1)NC(C1=C(C=CC(=C1)CN)Cl)=O)C(=O)NC1=CC=C(C=C1)Br (N-[4-Methoxy-3-(4-bromophenyl)aminocarbonyl-phenyl]-2-chloro-5-aminomethyl-benzamide). Reaction SMILES: [CH3:1][O:2][C:3]1[CH:8]=[CH:7][C:6]([NH:9][C:10](=[O:27])[C:11]2[CH:16]=[C:15]([CH2:17][NH:18]C(OC(C)(C)C)=O)[CH:14]=[CH:13][C:12]=2[Cl:26])=[CH:5][C:4]=1[C:28]([NH:30][C:31]1[CH:36]=[CH:35][C:34]([Br:37])=[CH:33][CH:32]=1)=[O:29]>O1CCOCC1>[CH3:1][O:2][C:3]1[CH:8]=[CH:7][C:6]([NH:9][C:10](=[O:27])[C:11]2[CH:16]=[C:15]([CH2:17][NH2:18])[CH:14]=[CH:13][C:12]=2[Cl:26])=[CH:5][C:4]=1[C:28]([NH:30][C:31]1[CH:32]=[CH:33][C:34]([Br:37])=[CH:35][CH:36]=1)=[O:29]. Reported procedure: A mixture of 2.66 g N-[4-methoxy-3-(4-bromophenyl)aminocarbonyl-phenyl]-2-chloro-5-(tert.butoxycarbonylamino)methyl-benzamide (4.51 mmol) 25 mL 4M HCl in dioxane and 50 mL dioxane was stirred for 2 h at rt and 60 min at 50° C. and concentrated i.vac. to furnish the subtitle compound. Yield: (quantitative). MS [M+H]+=488 (Br/Cl-isotope pattern). Starting materials: [OH-].[Na+] (sodium hydroxide), C(C1=CC=CC=C1)OC=1C=2N(C=CC1)C(=C(N2)C)C(=O)OCC (ethyl 8-(benzyloxy)-2-methylimidazo[1,2-a]pyridine-3-carboxylate), Cl (hydrochloric acid). Solvent: O1CCOCC1 (dioxane). Conditions: time 14 hour. The product is C(C1=CC=CC=C1)OC=1C=2N(C=CC1)C(=C(N2)C)C(=O)O (8-(Benzyloxy)-2-methylimidazo[1,2-a]pyridine-3-carboxylic acid). The yield is 100.0%. As a reaction SMILES: [OH-].[Na+].[CH2:3]([O:10][C:11]1[C:12]2[N:13]([C:17]([C:21]([O:23]CC)=[O:22])=[C:18]([CH3:20])[N:19]=2)[CH:14]=[CH:15][CH:16]=1)[C:4]1[CH:9]=[CH:8][CH:7]=[CH:6][CH:5]=1.Cl>O1CCOCC1>[CH2:3]([O:10][C:11]1[C:12]2[N:13]([C:17]([C:21]([OH:23])=[O:22])=[C:18]([CH3:20])[N:19]=2)[CH:14]=[CH:15][CH:16]=1)[C:4]1[CH:5]=[CH:6][CH:7]=[CH:8][CH:9]=1 |f:0.1|. Procedure: 253 ml of 2N aqueous sodium hydroxide solution were added to a solution of 15.7 g (50.59 mmol) of ethyl 8-(benzyloxy)-2-methylimidazo[1,2-a]pyridine-3-carboxylate in 253 ml of dioxane, and the mixture was stirred at room temperature for 14 hours. 101 ml of 6N hydrochloric acid were then added to the mixture. The solid formed was filtered off, washed with water and with methyl tert-butyl ether and then dried in a vacuum drying cabinet at 40° C. overnight. This gave 15.49 g (108% of theory) of 8-(... The reactants are IC=1C=C(CN2C(OC3(C2)CCCCC3)=O)C=CC1 (3-(3-Iodo-benzyl)-1-oxa-3-aza-spiro[4.5]decan-2-one), C(CCC)[Sn](C1=NC=CC=C1)(CCCC)CCCC (2-tributylstannanyl-pyridine). The solvent is C1(=CC=CC=C1)C (toluene). Reaction conditions: temperature 110 celsius, time 8 hour. Product: N1=C(C=CC=C1)C=1C=C(CN2C(OC3(C2)CCCCC3)=O)C=CC1 (3-(3-Pyridin-2-yl-benzyl)-1-oxa-3-aza-spiro[4.5]decan-2-one). RXN SMILES: I[C:2]1[CH:3]=[C:4]([CH:17]=[CH:18][CH:19]=1)[CH2:5][N:6]1[CH2:10][C:9]2([CH2:15][CH2:14][CH2:13][CH2:12][CH2:11]2)[O:8][C:7]1=[O:16].C([Sn](CCCC)(CCCC)[C:25]1[CH:30]=[CH:29][CH:28]=[CH:27][N:26]=1)CCC>C1(C)C=CC=CC=1>[N:26]1[CH:27]=[CH:28][CH:29]=[CH:30][C:25]=1[C:2]1[CH:3]=[C:4]([CH:17]=[CH:18][CH:19]=1)[CH2:5][N:6]1[CH2:10][C:9]2([CH2:15][CH2:14][CH2:13][CH2:12][CH2:11]2)[O:8][C:7]1=[O:16]. Procedure: 3-(3-Iodo-benzyl)-1-oxa-3-aza-spiro[4.5]decan-2-one (0.148 mmol, 55 mg), 2-tributylstannanyl-pyridine (0.222 mmol, 81.72 mg), tetrakispalladium(0) (0.03 mmol, 34.2 mg) were combined and dissolved in toluene (5 mL). The reaction mixture was left to stir at 110° C. overnight. It was then filtered through silica and the filtrate was concentrated in vacuo. The residue was purified by SPE flash column chromatography using silica gel and ethyl/acetate/hexanes (0˜50%) as eluent. The product was impure ...